From a dataset of the Open Reaction Database (ORD), a public repository of structured organic reaction records. describe an organic reaction: reactants, conditions, products, and yield Reactants: CN(C(=O)n1cc[n+](C)c1)c1ccccc1, Cc1c(Cc2c(Cl)cccc2Cl)c(=O)oc2cc(O)c(Cl)cc12, [I-]. Yields the product Cc1c(Cc2c(Cl)cccc2Cl)c(=O)oc2cc(OC(=O)N(C)c3ccccc3)c(Cl)cc12. Reaction SMILES: [CH3:25][N:26]([C:27](=[O:28])[n:29]1[cH:30][cH:31][n+:32]([CH3:33])[cH:34]1)[c:35]1[cH:36][cH:37][cH:38][cH:39][cH:40]1.[Cl:1][c:2]1[c:3]([CH2:4][c:5]2[c:6](=[O:18])[o:7][c:8]3[cH:9][c:10]([OH:17])[c:11]([Cl:16])[cH:12][c:13]3[c:14]2[CH3:15])[c:19]([Cl:23])[cH:20][cH:21][cH:22]1.[I-:24]>>[Cl:1][c:2]1[c:3]([CH2:4][c:5]2[c:6](=[O:18])[o:7][c:8]3[cH:9][c:10]([O:17][C:27]([N:26]([CH3:25])[c:35]4[cH:36][cH:37][cH:38][cH:39][cH:40]4)=[O:28])[c:11]([Cl:16])[cH:12][c:13]3[c:14]2[CH3:15])[c:19]([Cl:23])[cH:20][cH:21][cH:22]1. Starting materials: OC(C(=O)O)(C)C (2-hydroxy isobutyric acid), COC1=CC=C(CCl)C=C1 (4-methoxybenzyl chloride), C(C)O (ethanol). Solvent: ClCCl (dichloromethane). The product is OC(C(=O)OCC1=CC=C(C=C1)OC)(C)C (4-Methoxybenzyl 2-hydroxyisobutyrate). As a reaction SMILES: [OH:1][C:2]([CH3:7])([CH3:6])[C:3]([OH:5])=[O:4].[CH3:8][O:9][C:10]1[CH:17]=[CH:16][C:13]([CH2:14]Cl)=[CH:12][CH:11]=1.C(O)C>ClCCl>[OH:1][C:2]([CH3:7])([CH3:6])[C:3]([O:5][CH2:14][C:13]1[CH:16]=[CH:17][C:10]([O:9][CH3:8])=[CH:11][CH:12]=1)=[O:4]. Procedure: 2-hydroxy isobutyric acid (1.56 g) was esterified by alkylation with 4-methoxybenzyl chloride by the method described in Example A-I-1, step a). The title compound (2.65 g) was obtained after silica gel column chromatography (0, 1, 2% ethanol in dichloromethane). Rf (2%MeOH/CHCl3) 0.45.